This data is from the Open Reaction Database (ORD), a public repository of structured organic reaction records. The task is: describe an organic reaction: reactants, conditions, products, and yield Reactants: [BH4-], COc1ncc(Br)cc1C=O, CO, [Na+], Cc1ccc(Oc2ccc(N)cc2)cc1. The product is COc1ncc(Br)cc1CNc1ccc(Oc2ccc(C)cc2)cc1. RXN SMILES: [BH4-:27].[Br:1][c:2]1[cH:3][c:4]([CH:10]=[O:11])[c:5]([O:8][CH3:9])[n:6][cH:7]1.[CH3:29][OH:30].[Na+:28].[c:12]1([CH3:26])[cH:13][cH:14][c:15]([O:18][c:19]2[cH:20][cH:21][c:22]([NH2:25])[cH:23][cH:24]2)[cH:16][cH:17]1>>[Br:1][c:2]1[cH:3][c:4]([CH2:10][NH:25][c:22]2[cH:21][cH:20][c:19]([O:18][c:15]3[cH:14][cH:13][c:12]([CH3:26])[cH:17][cH:16]3)[cH:24][cH:23]2)[c:5]([O:8][CH3:9])[n:6][cH:7]1. Reactants: C(C)C(COCCCNC1=CC=C(C=C1)[N+](=O)[O-])CCCC (N-{3-[(2-ethylhexyl)oxy]propyl}-N-(4-nitrophenyl)amine). The reagents and catalysts are [Zn].[Cl-].[NH4+].O.C(C)O (zinc ammonium chloride water ethanol). Solvent: C1(=C(C(=C(C(=C1F)F)F)N)F)N.Cl.Cl (dihydrochloride). Yields the product C(C)C(COCCCNC1=CC=C(C=C1)N)CCCC (N-[3-(2-ethylhexyloxy)propyl]benzene-1,4-diamine). As a reaction SMILES: [CH2:1]([CH:3]([CH2:19][CH2:20][CH2:21][CH3:22])[CH2:4][O:5][CH2:6][CH2:7][CH2:8][NH:9][C:10]1[CH:15]=[CH:14][C:13]([N+:16]([O-])=O)=[CH:12][CH:11]=1)[CH3:2]>C1(N)C(F)=C(F)C(F)=C(N)C=1F.Cl.Cl.[Zn].[Cl-].[NH4+].O.C(O)C>[CH2:1]([CH:3]([CH2:19][CH2:20][CH2:21][CH3:22])[CH2:4][O:5][CH2:6][CH2:7][CH2:8][NH:9][C:10]1[CH:11]=[CH:12][C:13]([NH2:16])=[CH:14][CH:15]=1)[CH3:2] |f:1.2.3,4.5.6.7.8|. Reported procedure: The N-[2-(3-ethylheptyloxy)ethyl]-4-nitro-1-aminobenzene (9) obtained above was reduced with a boiling zinc/ammonium chloride/water/ethanol mixture. The corresponding amine was isolated in dihydrochloride form. Starting materials: C(C)(C)(C)[Si](O[C@@H]1C[C@H](CCC1)OC1=C(C=CC(=C1)F)N)(C)C (2-[trans-3-(tert-butyl-dimethyl-silanyloxy)-cyclohexyloxy]-4-fluoro-phenylamine), [OH-].[Na+] (Sodium hydroxide). Run in Cl (HCl), C(C)O (ethanol). Yields the product NC1=C(O[C@@H]2C[C@H](CCC2)O)C=C(C=C1)F (racemic trans-3-(2-Amino-5-fluoro-phenoxy)-cyclohexanol). Reaction SMILES: C([Si](C)(C)[O:6][C@H:7]1[CH2:12][CH2:11][CH2:10][C@H:9]([O:13][C:14]2[CH:19]=[C:18]([F:20])[CH:17]=[CH:16][C:15]=2[NH2:21])[CH2:8]1)(C)(C)C.[OH-].[Na+]>Cl.C(O)C>[NH2:21][C:15]1[CH:16]=[CH:17][C:18]([F:20])=[CH:19][C:14]=1[O:13][C@H:9]1[CH2:10][CH2:11][CH2:12][C@H:7]([OH:6])[CH2:8]1 |f:1.2|. Procedure details: A solution of 8.1 g 2-[trans-3-(tert-butyl-dimethyl-silanyloxy)-cyclohexyloxy]-4-fluoro-phenylamine in 50 ml of HCl in ethanol (1.25 M) was stirred for 1 hour at rt. Sodium hydroxide solution (1 N) was then added to the reaction mixture resulting in a basic pH. This mixture was extracted with methylene chloride. The organic phase was dried over sodium sulfate, filtered and concentrated. Reactants: COC(\C=C\C=1C=C2C(CC3(CCN(CC3)C(=O)OC(C)(C)C)OC2=CC1)=O)=O ((E)-3-{1′-tert-butoxycarbonyl-4-oxo-spiro[chromane-2,4′-piperidine]-6-yl}-acrylic acid methyl ester), C1(=CC=CC=C1)N1CCC(CC1)=O (1-phenyl-piperidin-4-one), CC(=O)C1=C(C=CC(=C1)Br)O (2-hydroxy-5-bromoacetophenone). Yields the product C1(=CC=CC=C1)N1CCC2(CC1)OC1=CC=C(C=C1C(C2)=O)Br (1′-Phenyl-6-bromo-spiro[chromane-2,4′-piperidine]-4-one). RXN SMILES: COC(=O)/C=C/C1C=C2C(=CC=1)OC1(CCN(C(OC(C)(C)C)=O)CC1)CC2=O.[C:30]1([N:36]2[CH2:41][CH2:40][C:39](=[O:42])[CH2:38][CH2:37]2)[CH:35]=[CH:34][CH:33]=[CH:32][CH:31]=1.[CH3:43][C:44]([C:46]1[CH:51]=[C:50]([Br:52])[CH:49]=[CH:48][C:47]=1O)=[O:45]>>[C:30]1([N:36]2[CH2:37][CH2:38][C:39]3([CH2:43][C:44](=[O:45])[C:46]4[C:47](=[CH:48][CH:49]=[C:50]([Br:52])[CH:51]=4)[O:42]3)[CH2:40][CH2:41]2)[CH:35]=[CH:34][CH:33]=[CH:32][CH:31]=1. Reported procedure: 1′-Phenyl-6-bromo-spiro[chromane-2,4′-piperidine]-4-one was synthesized according to the procedure for preparation of Intermediate 1, Step A, using 1-phenyl-piperidin-4-one (607 mg, 3.47 mmol) and 2-hydroxy-5-bromoacetophenone (746 mg, 3.47 mmol), giving 650 mg as a white solid. Starting materials: FC1(C2C=CC(C12)=O)C(=O)OCC ((1RS,5RS,6RS)ethyl 6-fluoro-2-oxobicyclo[3.1.0]hex-3-ene-6-carboxylate), C1(=CC=CC=C1)C (toluene), C(C)(C)(C)OOO (t-butylhydroxyperoxide), [OH-].C(C1=CC=CC=C1)[N+](C)(C)C.CO (benzyltrimethylammoniumhydroxide methanol). Run in O (water). Conditions: time 4 hour. The product is O1C2C(C3C(C3C21)(C(=O)OCC)F)=O ((1RS,3RS,4RS,5SR,6RS)ethyl 3,4-epoxy-6-fluoro-2-oxobicyclo[3.1.0]hexane-6-carboxylate). As a reaction SMILES: [F:1][C:2]1([C:9]([O:11][CH2:12][CH3:13])=[O:10])[CH:7]2[CH:3]1[CH:4]=[CH:5][C:6]2=[O:8].C1(C)C=CC=CC=1.C([O:25]OO)(C)(C)C.[OH-].C([N+](C)(C)C)C1C=CC=CC=1.CO>O>[O:25]1[CH:4]2[CH:5]1[C:6](=[O:8])[CH:7]1[CH:3]2[C:2]1([F:1])[C:9]([O:11][CH2:12][CH3:13])=[O:10] |f:3.4.5|. Reported procedure: 16.9 g of (1RS,5RS,6RS)ethyl 6-fluoro-2-oxobicyclo[3.1.0]hex-3-ene-6-carboxylate was dissolved into 100 ml of toluene. 30.6 ml of 70% t-butylhydroxyperoxide aqueous solution and 11.5 ml of 10% benzyltrimethylammoniumhydroxide/methanol solution were added thereto, and this was stirred at room temperature for 4 hours. After the reaction solution was poured into water, it was extracted twice with ethyl acetate. The obtained organic layers were consolidated to be washed with a saturated aqueous solu... The reactants are FC(OC1=CC=C(C=C1)O)F (4-difluoromethoxyphenol), BrCC1CC[Si](CC1)(C1=CC=CC=C1)C1[Si](CCCC1)(CCC)C1=CC=CC=C1 (4-bromomethyl-1-phenyl-1-silacyclohexyl-1-phenyl-1-n-propyl-1-silacyclohexane). Yields the product FC(OC1=CC=C(C=C1)OC[C@@H]1CC[Si@H](CC1)[C@@H]1CC[Si@H](CC1)CCC)F (trans-4-(trans-4-(4-difluoromethoxyphenyloxymethyl)-1-silacyclohexyl)-1-n-propyl-1-silacyclohexane). RXN SMILES: [F:1][CH:2]([F:11])[O:3][C:4]1[CH:9]=[CH:8][C:7]([OH:10])=[CH:6][CH:5]=1.Br[CH2:13][CH:14]1[CH2:19][CH2:18][Si:17](C2CCCC[Si]2(C2C=CC=CC=2)CCC)([C:20]2[CH:25]=[CH:24]C=[CH:22][CH:21]=2)[CH2:16][CH2:15]1>>[F:1][CH:2]([F:11])[O:3][C:4]1[CH:5]=[CH:6][C:7]([O:10][CH2:13][C@H:14]2[CH2:15][CH2:16][Si@H:17]([C@H:20]3[CH2:21][CH2:22][Si@H:17]([CH2:16][CH2:15][CH3:14])[CH2:24][CH2:25]3)[CH2:18][CH2:19]2)=[CH:8][CH:9]=1. Procedure details: The general procedure of Example 39 was repeated using 4-difluoromethoxyphenol and 4-bromomethyl-1-phenyl-1-silacyclohexyl-1-phenyl-1-n-propyl-1-silacyclohexane, thereby obtaining the intended product.